This data is from the Open Reaction Database (ORD), a public repository of structured organic reaction records. The task is: describe an organic reaction: reactants, conditions, products, and yield Starting materials: CN(CCCC(=O)O)C(=O)OCc1ccccc1, C1CCOC1, ClCCCl, COc1cccc(N)c1N, CCN(C(C)C)C(C)C, [Na+], O=C([O-])O, On1nnc2ccccc21. The product is COc1cccc(NC(=O)CCCN(C)C(=O)OCc2ccccc2)c1N. As a reaction SMILES: [CH2:1]([c:2]1[cH:3][cH:4][cH:5][cH:6][cH:7]1)[O:8][C:9](=[O:10])[N:11]([CH2:12][CH2:13][CH2:14][C:15](=[O:16])[OH:17])[CH3:18].[CH2:53]1[O:54][CH2:55][CH2:56][CH2:57]1.[CH2:58]([Cl:59])[CH2:60][Cl:61].[CH3:38][O:39][c:40]1[c:41]([NH2:47])[c:42]([NH2:46])[cH:43][cH:44][cH:45]1.[CH:19]([N:20]([CH2:21][CH3:22])[CH:23]([CH3:24])[CH3:25])([CH3:26])[CH3:27].[Na+:52].[O-:48][C:49]([OH:50])=[O:51].[OH:28][n:29]1[c:30]2[c:31]([cH:32][cH:33][cH:34][cH:35]2)[n:36][n:37]1>>[CH2:1]([c:2]1[cH:3][cH:4][cH:5][cH:6][cH:7]1)[O:8][C:9](=[O:10])[N:11]([CH2:12][CH2:13][CH2:14][C:15](=[O:17])[NH:46][c:42]1[c:41]([NH2:47])[c:40]([O:39][CH3:38])[cH:45][cH:44][cH:43]1)[CH3:18]. Reactants: [H-].[Na+] (sodium hydride), OCCOC1=C(C(=[N+](C=C1)[O-])C)C (4-(2-hydroxyethoxy)-2,3-dimethylpyridine N-oxide), ClCC1=NC=CC=C1 (2-chloromethylpyridine). The solvent is O1CCCC1 (tetrahydrofuran). Reaction conditions: time 0.5 hour. Product: CC1=[N+](C=CC(=C1C)OCCOCC1=NC=CC=C1)[O-] (2,3-dimethyl-4-(2-pyridylmethoxyethoxy)pyridine N-oxide). The yield is 34.2%. As a reaction SMILES: [H-].[Na+].[OH:3][CH2:4][CH2:5][O:6][C:7]1[CH:12]=[CH:11][N+:10]([O-:13])=[C:9]([CH3:14])[C:8]=1[CH3:15].Cl[CH2:17][C:18]1[CH:23]=[CH:22][CH:21]=[CH:20][N:19]=1>O1CCCC1>[CH3:14][C:9]1[C:8]([CH3:15])=[C:7]([O:6][CH2:5][CH2:4][O:3][CH2:17][C:18]2[CH:23]=[CH:22][CH:21]=[CH:20][N:19]=2)[CH:12]=[CH:11][N+:10]=1[O-:13] |f:0.1|. Procedure details: 0.39 g of 60% sodium hydride was added to a suspension of 1.20 g (6.5 mmol) of 4-(2-hydroxyethoxy)-2,3-dimethylpyridine N-oxide in 40 ml of tetrahydrofuran under cooling with ice in a nitrogen atmosphere to obtain a mixture. This mixture was stirred for 0.5 hour, followed by the addition of 0.83 g (6.5 mmol) of 2-chloromethylpyridine. The obtained mixture was treated under reflux for 8 hours, cooled and filtered. The filtrate was concentrated and purified by silica gel column chromatography (sol... Reactants: COC(C1=CC(=C(C=C1)Cl)N1C(C=C(C=C1C)OCC1=C(C=C(C=C1)F)F)=O)=O (methyl-4-chloro-3-[4-[(2,4-difluorobenzyl)oxy]-6-methyl-2-oxopyridin-1(2H)-yl]benzoate), BrNC(CCC(=O)N)=O (N-bromosuccinamide). Solvent: C(C)#N (acetonitrile). Product: BrC=1C(N(C(=CC1OCC1=C(C=C(C=C1)F)F)C)C=1C=C(C(=O)OC)C=CC1Cl)=O (methyl 3-[3-bromo-4-[(2,4-difluorobenzyl)oxy]-6-methyl-2-oxopyridin-1(2H)-yl]-4-chlorobenzoate), COC(C1=CC(=C(C=C1)Cl)N1C(C=C(C=C1C)OCC1=C(C=C(C=C1)F)F)=O)=O (methyl-4-chloro-3-[4-[(2,4-difluorobenzyl)oxy]-6-methyl-2-oxopyridin-1(2H)-yl]benzoate). Yield: 156.8%. Reaction SMILES: [CH3:1][O:2][C:3](=[O:29])[C:4]1[CH:9]=[CH:8][C:7]([Cl:10])=[C:6]([N:11]2[C:16]([CH3:17])=[CH:15][C:14]([O:18][CH2:19][C:20]3[CH:25]=[CH:24][C:23]([F:26])=[CH:22][C:21]=3[F:27])=[CH:13][C:12]2=[O:28])[CH:5]=1.[Br:30]NC(=O)CCC(N)=O>C(#N)C>[Br:30][C:13]1[C:12](=[O:28])[N:11]([C:6]2[CH:5]=[C:4]([CH:9]=[CH:8][C:7]=2[Cl:10])[C:3]([O:2][CH3:1])=[O:29])[C:16]([CH3:17])=[CH:15][C:14]=1[O:18][CH2:19][C:20]1[CH:25]=[CH:24][C:23]([F:26])=[CH:22][C:21]=1[F:27].[CH3:1][O:2][C:3](=[O:29])[C:4]1[CH:9]=[CH:8][C:7]([Cl:10])=[C:6]([N:11]2[C:16]([CH3:17])=[CH:15][C:14]([O:18][CH2:19][C:20]3[CH:25]=[CH:24][C:23]([F:26])=[CH:22][C:21]=3[F:27])=[CH:13][C:12]2=[O:28])[CH:5]=1. Procedure: methyl 3-[3-bromo-4-[(2,4-difluorobenzyl)oxy]-6-methyl-2-oxopyridin-1(2H)-yl]-4-chlorobenzoate was prepared by reacting methyl-4-chloro-3-[4-[(2,4-difluorobenzyl)oxy]-6-methyl-2-oxopyridin-1(2H)-yl]benzoate (2.3 g, 5.47 mmol) with N-bromosuccinamide (0.97 g, 5.47 mmol) in acetonitrile (10 mL) at 0° C., using a similar procedure as described in step 3 of Example 465, to give 1.80 g (66.2%) of the desired product. 1H NMR (400 MHz, DMSO-d6) δ 8.06-8.03 (m, 2H), 7.86 (d, J=9.70 Hz, 1H), 7.68 (q, J=7...